Dataset: the Open Reaction Database (ORD), a public repository of structured organic reaction records. Task: describe an organic reaction: reactants, conditions, products, and yield The reactants are CO, Nc1ccc(CC(CC(=O)N(Cc2ccccc2)OCc2ccccc2)C(=O)O)cn1, [Pd]. Product: Nc1ccc(CC(CC(=O)N(O)Cc2ccccc2)C(=O)O)cn1. Reaction SMILES: [CH3:32][OH:33].[NH2:1][c:2]1[cH:3][cH:4][c:5]([CH2:8][CH:9]([C:10](=[O:11])[OH:12])[CH2:13][C:14](=[O:15])[N:16]([O:17][CH2:18][c:19]2[cH:20][cH:21][cH:22][cH:23][cH:24]2)[CH2:25][c:26]2[cH:27][cH:28][cH:29][cH:30][cH:31]2)[cH:6][n:7]1.[Pd:34]>>[NH2:1][c:2]1[cH:3][cH:4][c:5]([CH2:8][CH:9]([C:10](=[O:11])[OH:12])[CH2:13][C:14](=[O:15])[N:16]([OH:17])[CH2:25][c:26]2[cH:27][cH:28][cH:29][cH:30][cH:31]2)[cH:6][n:7]1. Starting materials: CCOC(C)=O, C(=NC1CCCCC1)=NC1CCCCC1, NC(CCN1CCCCC1)c1ccccc1, O, On1nnc2ccccc21, O=C(O)Cc1ccc2ccccc2n1. Product: O=C(Cc1ccc2ccccc2n1)NC(CCN1CCCCC1)c1ccccc1. Reaction SMILES: [CH3:57][CH2:58][O:59][C:60](=[O:61])[CH3:62].[CH:26]1([N:27]=[C:28]=[N:29][CH:30]2[CH2:31][CH2:32][CH2:33][CH2:34][CH2:35]2)[CH2:36][CH2:37][CH2:38][CH2:39][CH2:40]1.[NH2:41][CH:42]([CH2:43][CH2:44][N:45]1[CH2:46][CH2:47][CH2:48][CH2:49][CH2:50]1)[c:51]1[cH:52][cH:53][cH:54][cH:55][cH:56]1.[OH2:15].[OH:16][n:17]1[c:18]2[cH:19][cH:20][cH:21][cH:22][c:23]2[n:24][n:25]1.[n:1]1[c:2]([CH2:3][C:4](=[O:5])[OH:6])[cH:7][cH:8][c:9]2[cH:10][cH:11][cH:12][cH:13][c:14]12>>[n:1]1[c:2]([CH2:3][C:4](=[O:6])[NH:41][CH:42]([CH2:43][CH2:44][N:45]2[CH2:46][CH2:47][CH2:48][CH2:49][CH2:50]2)[c:51]2[cH:52][cH:53][cH:54][cH:55][cH:56]2)[cH:7][cH:8][c:9]2[cH:10][cH:11][cH:12][cH:13][c:14]12. Reactants: C12(CC3CC(CC(C1)C3)C2)CO (adamantan-1-ylmethanol), 2-tricyclo[5.2.1.0 {2,6}]decan-8-ol, ClC=1C(=CC(=C(C(=O)NS(=O)(=O)C)C1)F)F (5-chloro-2,4-difluoro-N-(methylsulfonyl)benzamide), ClC=1C(=CC(=C(C(=O)NS(N(C)C)(=O)=O)C1)F)F (5-chloro-N—(N,N-dimethylsulfamoyl)-2,4-difluorobenzamide). The product is ClC=1C(=CC(=C(C(=O)NS(N(C)C)(=O)=O)C1)F)OC1C2C3CCCC3C(C1)C2 (5-chloro-N—(N,N-dimethylsulfamoyl)-2-fluoro-4-((octahydro-1H-4,7-methanoinden-5-yl)oxy)benzamide), solid. Yield: 7.0%. As a reaction SMILES: ClC1C(F)=CC(F)=C(C=1)C(NS(C)(=O)=O)=O.[Cl:17][C:18]1[C:19](F)=[CH:20][C:21]([F:33])=[C:22]([CH:32]=1)[C:23]([NH:25][S:26](=[O:31])(=[O:30])[N:27]([CH3:29])[CH3:28])=[O:24].[C:35]12([CH2:45][OH:46])[CH2:44][CH:39]3[CH2:40][CH:41]([CH2:43][CH:37]([CH2:38]3)C1)[CH2:42]2>>[Cl:17][C:18]1[C:19]([O:46][CH:45]2[CH2:40][CH:39]3[CH2:44][CH:35]2[CH:42]2[CH:38]3[CH2:37][CH2:43][CH2:41]2)=[CH:20][C:21]([F:33])=[C:22]([CH:32]=1)[C:23]([NH:25][S:26](=[O:31])(=[O:30])[N:27]([CH3:29])[CH3:28])=[O:24]. Procedure details: Following the procedure as described in Example 8 and making variations as required to replace 5-chloro-2,4-difluoro-N-(methylsulfonyl)benzamide with 5-chloro-N—(N,N-dimethylsulfamoyl)-2,4-difluorobenzamide and adamantan-1-ylmethanol with 2-tricyclo[5.2.1.0 {2,6}]decan-8-ol, the title compound was obtained as a colorless solid (0.03 g, 7%): 1H NMR (300 MHz, CDCl3) δ 8.70-8.58 (m, 1H), 8.10-8.03 (m, 1H), 6.70-6.58 (m, 1H), 4.27-4.09 (m, 1H), 3.03 (s, 6H), 2.28 (s, 1H), 2.17-2.10 (m, 1H), 2.02-1.6... The reactants are OC(C#CC1(O)CCC2(CC1)OCCO2)c1ccc(Cl)cc1, ClCCl. Product: O=C(C#CC1(O)CCC2(CC1)OCCO2)c1ccc(Cl)cc1. As a reaction SMILES: [Cl:1][c:2]1[cH:3][cH:4][c:5]([CH:8]([C:9]#[C:10][C:11]2([OH:21])[CH2:12][CH2:13][C:14]3([O:15][CH2:16][CH2:17][O:18]3)[CH2:19][CH2:20]2)[OH:22])[cH:6][cH:7]1.[Cl:23][CH2:24][Cl:25]>>[Cl:1][c:2]1[cH:3][cH:4][c:5]([C:8]([C:9]#[C:10][C:11]2([OH:21])[CH2:12][CH2:13][C:14]3([O:15][CH2:16][CH2:17][O:18]3)[CH2:19][CH2:20]2)=[O:22])[cH:6][cH:7]1. RXN SMILES: [Cl:22][CH2:23][CH2:24][CH2:25][NH2:26].[ClH:21].[c:1]1([CH2:19][OH:20])[s:2][cH:3][c:4]2[c:10]1-[c:9]1[c:8]([cH:14][cH:13][cH:12][cH:11]1)[O:7][c:6]1[c:5]-2[cH:18][cH:17][cH:16][cH:15]1>>[c:1]1([CH2:19][O:20][CH2:23][CH2:24][CH2:25][NH2:26])[s:2][cH:3][c:4]2[c:10]1-[c:9]1[c:8]([cH:14][cH:13][cH:12][cH:11]1)[O:7][c:6]1[c:5]-2[cH:18][cH:17][cH:16][cH:15]1. Product: NCCCOCc1scc2c1-c1ccccc1Oc1ccccc1-2. Reactants: NCCCCl, Cl, OCc1scc2c1-c1ccccc1Oc1ccccc1-2. Reactants: C1CCOC1, CN1CCC(N)CC1, Cc1ccc(C(=O)NC(C)C)cc1-c1nc(S(C)=O)nc2c1CNC(=O)N2c1c(F)cccc1F. Yields the product Cc1ccc(C(=O)NC(C)C)cc1-c1nc(NC2CCN(C)CC2)nc2c1CNC(=O)N2c1c(F)cccc1F. As a reaction SMILES: [CH2:44]1[O:45][CH2:46][CH2:47][CH2:48]1.[CH3:36][N:37]1[CH2:38][CH2:39][CH:40]([NH2:43])[CH2:41][CH2:42]1.[F:1][c:2]1[c:3]([N:9]2[C:10](=[O:35])[NH:11][CH2:12][c:13]3[c:14]2[n:15][c:16]([S:32]([CH3:33])=[O:34])[n:17][c:18]3-[c:19]2[cH:20][c:21]([C:22](=[O:23])[NH:24][CH:25]([CH3:26])[CH3:27])[cH:28][cH:29][c:30]2[CH3:31])[c:4]([F:8])[cH:5][cH:6][cH:7]1>>[F:1][c:2]1[c:3]([N:9]2[C:10](=[O:35])[NH:11][CH2:12][c:13]3[c:14]2[n:15][c:16]([NH:43][CH:40]2[CH2:39][CH2:38][N:37]([CH3:36])[CH2:42][CH2:41]2)[n:17][c:18]3-[c:19]2[cH:20][c:21]([C:22](=[O:23])[NH:24][CH:25]([CH3:26])[CH3:27])[cH:28][cH:29][c:30]2[CH3:31])[c:4]([F:8])[cH:5][cH:6][cH:7]1.